Dataset: the Open Reaction Database (ORD), a public repository of structured organic reaction records. Task: describe an organic reaction: reactants, conditions, products, and yield Starting materials: CSCCC1=CC=C(C=C1)CCNC1=NC=NC(=C1C(=O)OCC)CC (ethyl 4-(2-(4-(2-methylthioethyl)phenyl)ethylamino)-6-ethylpyrimidine-5-carboxylate), aqueous solution, [OH-].[Na+] (sodium hydroxide), ClC1=CC(=CC=C1)C(=O)OO (m-Chloroperbenzoic acid). Solvent: C(Cl)Cl (methylene chloride). Product: CS(=O)CCC1=CC=C(C=C1)CCNC1=NC=NC(=C1C(=O)OCC)CC (ethyl 4-(2-(4-(2-methylsulfinylethyl)phenyl)ethylamino)-6-ethylpyrimidine-5-carboxylate). Isolated yield 76.6%. As a reaction SMILES: [CH3:1][S:2][CH2:3][CH2:4][C:5]1[CH:10]=[CH:9][C:8]([CH2:11][CH2:12][NH:13][C:14]2[C:19]([C:20]([O:22][CH2:23][CH3:24])=[O:21])=[C:18]([CH2:25][CH3:26])[N:17]=[CH:16][N:15]=2)=[CH:7][CH:6]=1.ClC1C=CC=C(C(OO)=[O:35])C=1.[OH-].[Na+]>C(Cl)Cl>[CH3:1][S:2]([CH2:3][CH2:4][C:5]1[CH:10]=[CH:9][C:8]([CH2:11][CH2:12][NH:13][C:14]2[C:19]([C:20]([O:22][CH2:23][CH3:24])=[O:21])=[C:18]([CH2:25][CH3:26])[N:17]=[CH:16][N:15]=2)=[CH:7][CH:6]=1)=[O:35] |f:2.3|. Reported procedure: A solution of ethyl 4-(2-(4-(2-methylthioethyl)phenyl)ethylamino)-6-ethylpyrimidine-5-carboxylate (0.25 g, 0.67 mmol) in methylene chloride (20 ml) was stirred under ice-cooling. 80% m-Chloroperbenzoic acid (0.16 g, 0.74 mmol) was added to the solution. The mixture was stirred under ice-cooling for 20 minutes, and then a 1N aqueous solution (20 ml) of sodium hydroxide was added. The mixture was extracted with methylene chloride and dried over magnesium sulfate. After evaporation of the solvent, ... Reactants: C(C)(C)(C)OC(=O)N(C)CC1=CC2=C(CN(CC2)C(CCCCCC2=CC=CC=C2)=O)O1 (1-[2-(N-tert-Butoxycarbonyl-N-methylaminomethyl)-5,7-dihydro-4H-furo[2,3-c]pyridin-6-yl]-6-phenylhexan-1-one), Cl (hydrochloric acid). Run in CO (methanol). Reaction conditions: time 30 minute. Yields the product Cl.CNCC1=CC2=C(CN(CC2)C(CCCCCC2=CC=CC=C2)=O)O1 (1-(2-methylaminomethyl-5,7-dihydro-4H-furo[2,3-c]pyridin-6-yl)-6-phenylhexan-1-one hydrochloride). As a reaction SMILES: C(O[C:6]([N:8]([CH2:10][C:11]1[O:32][C:14]2[CH2:15][N:16]([C:19](=[O:31])[CH2:20][CH2:21][CH2:22][CH2:23][CH2:24][C:25]3[CH:30]=[CH:29][CH:28]=[CH:27][CH:26]=3)[CH2:17][CH2:18][C:13]=2[CH:12]=1)C)=O)(C)(C)C.[ClH:33]>CO>[ClH:33].[CH3:6][NH:8][CH2:10][C:11]1[O:32][C:14]2[CH2:15][N:16]([C:19](=[O:31])[CH2:20][CH2:21][CH2:22][CH2:23][CH2:24][C:25]3[CH:30]=[CH:29][CH:28]=[CH:27][CH:26]=3)[CH2:17][CH2:18][C:13]=2[CH:12]=1 |f:3.4|. Procedure: 1-[2-(N-tert-Butoxycarbonyl-N-methylaminomethyl)-5,7-dihydro-4H-furo[2,3-c]pyridin-6-yl]-6-phenylhexan-1-one 0.191 g was dissolved in 2 ml of methanol; 0.5 ml of concentrated hydrochloric acid was added, followed by stirring for 30 minutes. This mixture was concentrated to yield the desired product. Starting materials: O=C([O-])O, CO, COC(=O)c1ccc2c(C3CCCCC3)c(-c3cccc([N+](=O)[O-])c3OCCOC3CCCCO3)[nH]c2c1, Cl, [Na+], [Na+], C1CCOC1, [OH-]. The product is COC(=O)c1ccc2c(C3CCCCC3)c(-c3cccc([N+](=O)[O-])c3OCCO)[nH]c2c1. RXN SMILES: [C:42](=[O:43])([O-:44])[OH:45].[CH3:52][OH:53].[CH:1]1([c:7]2[c:8](-[c:20]3[c:21]([O:29][CH2:30][CH2:31][O:32][CH:33]4[CH2:34][CH2:35][CH2:36][CH2:37][O:38]4)[c:22]([N+:26](=[O:27])[O-:28])[cH:23][cH:24][cH:25]3)[nH:9][c:10]3[cH:11][c:12]([C:16](=[O:17])[O:18][CH3:19])[cH:13][cH:14][c:15]23)[CH2:2][CH2:3][CH2:4][CH2:5][CH2:6]1.[ClH:39].[Na+:41].[Na+:46].[O:47]1[CH2:48][CH2:49][CH2:50][CH2:51]1.[OH-:40]>>[CH:1]1([c:7]2[c:8](-[c:20]3[c:21]([O:29][CH2:30][CH2:31][OH:32])[c:22]([N+:26](=[O:27])[O-:28])[cH:23][cH:24][cH:25]3)[nH:9][c:10]3[cH:11][c:12]([C:16](=[O:17])[O:18][CH3:19])[cH:13][cH:14][c:15]23)[CH2:2][CH2:3][CH2:4][CH2:5][CH2:6]1. Starting materials: CC(Cn1ncc2ccc3c(c21)OC(CN=[N+]=[N-])CO3)NC(=O)OC(C)(C)C, CO. Yields the product CC(Cn1ncc2ccc3c(c21)OC(CN)CO3)NC(=O)OC(C)(C)C. RXN SMILES: [C:1]([CH3:2])([CH3:3])([CH3:4])[O:5][C:6]([NH:7][CH:8]([CH2:9][n:10]1[n:11][cH:12][c:13]2[cH:14][cH:15][c:16]3[c:17]([c:18]12)[O:19][CH:20]([CH2:23][N:24]=[N+:25]=[N-:26])[CH2:21][O:22]3)[CH3:27])=[O:28].[CH3:29][OH:30]>>[C:1]([CH3:2])([CH3:3])([CH3:4])[O:5][C:6]([NH:7][CH:8]([CH2:9][n:10]1[n:11][cH:12][c:13]2[cH:14][cH:15][c:16]3[c:17]([c:18]12)[O:19][CH:20]([CH2:23][NH2:24])[CH2:21][O:22]3)[CH3:27])=[O:28]. The reactants are COC(=O)c1ccc(OC2CCC3(CC2)SCC(C(=O)O)N3C(=O)c2ccccc2)cc1, CO, Cl, [Na+], [OH-], O. Yields the product O=C(O)c1ccc(OC2CCC3(CC2)SCC(C(=O)O)N3C(=O)c2ccccc2)cc1. RXN SMILES: [C:1]([c:2]1[cH:3][cH:4][cH:5][cH:6][cH:7]1)(=[O:8])[N:9]1[CH:10]([C:30](=[O:31])[OH:32])[CH2:11][S:12][C:13]12[CH2:14][CH2:15][CH:16]([O:19][c:20]1[cH:21][cH:22][c:23]([C:26](=[O:27])[O:28][CH3:29])[cH:24][cH:25]1)[CH2:17][CH2:18]2.[CH3:37][OH:38].[ClH:36].[Na+:34].[OH-:33].[OH2:35]>>[C:1]([c:2]1[cH:3][cH:4][cH:5][cH:6][cH:7]1)(=[O:8])[N:9]1[CH:10]([C:30](=[O:31])[OH:32])[CH2:11][S:12][C:13]12[CH2:14][CH2:15][CH:16]([O:19][c:20]1[cH:21][cH:22][c:23]([C:26](=[O:27])[OH:28])[cH:24][cH:25]1)[CH2:17][CH2:18]2. Reactants: COC=CC(=O)OC, COc1cc(OC)cc(OC)c1, CC(=O)O, O, O=P(Cl)(Cl)Cl. Yields the product COC(=O)C=Cc1c(OC)cc(OC)cc1OC. RXN SMILES: [CH3:13][O:14][CH:15]=[CH:16][C:17](=[O:18])[O:19][CH3:20].[CH3:1][O:2][c:3]1[cH:4][c:5]([O:6][CH3:7])[cH:8][c:9]([O:10][CH3:11])[cH:12]1.[CH3:27][C:28](=[O:29])[OH:30].[OH2:26].[P:21]([Cl:22])([Cl:23])([Cl:24])=[O:25]>>[CH3:1][O:2][c:3]1[c:4]([CH:15]=[CH:16][C:17](=[O:18])[O:19][CH3:20])[c:5]([O:6][CH3:7])[cH:8][c:9]([O:10][CH3:11])[cH:12]1.